This data is from the Open Reaction Database (ORD), a public repository of structured organic reaction records. The task is: describe an organic reaction: reactants, conditions, products, and yield Reactants: C[Si](C)(C)Cl, CN([SiH](C)C)[Si](C)(C)C, C1CCOC1, CCCCCC(=O)C=CC1CCC2(OCCO2)C1CCCCCCCO. Product: CCCCCC(=O)C=CC1CCC2(OCCO2)C1CCCCCCCO[Si](C)(C)C. As a reaction SMILES: [CH3:10][Si:11]([CH3:12])([CH3:13])[Cl:14].[CH3:1][SiH:2]([CH3:3])[N:8]([Si:4]([CH3:5])([CH3:6])[CH3:7])[CH3:9].[O:41]1[CH2:42][CH2:43][CH2:44][CH2:45]1.[OH:15][CH2:16][CH2:17][CH2:18][CH2:19][CH2:20][CH2:21][CH2:22][CH:23]1[C:24]2([O:25][CH2:26][CH2:27][O:28]2)[CH2:29][CH2:30][CH:31]1[CH:32]=[CH:33][C:34]([CH2:35][CH2:36][CH2:37][CH2:38][CH3:39])=[O:40]>>[Si:4]([CH3:5])([CH3:6])([CH3:7])[O:15][CH2:16][CH2:17][CH2:18][CH2:19][CH2:20][CH2:21][CH2:22][CH:23]1[C:24]2([O:25][CH2:26][CH2:27][O:28]2)[CH2:29][CH2:30][CH:31]1[CH:32]=[CH:33][C:34]([CH2:35][CH2:36][CH2:37][CH2:38][CH3:39])=[O:40]. The reactants are N1C=NC=C1 (imidazole), C1(OCC(C)O1)=O (propylene carbonate). Run at temperature 140 celsius. Yields the product OC(CC=1NC=CN1)C ((2-Hydroxy)propylimidazole). As a reaction SMILES: [NH:1]1[CH:5]=[CH:4][N:3]=[CH:2]1.C1(=O)[O:11][CH:9]([CH3:10])[CH2:8]O1>>[OH:11][CH:9]([CH3:10])[CH2:8][C:2]1[NH:1][CH:5]=[CH:4][N:3]=1. Procedure details: Mix 6.8 g imidazole and 15.3 g propylene carbonate and heat at 140° C. for 1 hour. Chromatograph the resultant residue on silica gel, eluting with methylene chloride:ethyl acetate (1:1), then with 5→10% methanol in methylene chloride to obtain the title compound of step A.